From a dataset of the Open Reaction Database (ORD), a public repository of structured organic reaction records. describe an organic reaction: reactants, conditions, products, and yield The reactants are N (ammonia), COC(=O)C1=CC=2CCCCC2C=C1O (3-hydroxy-5,6,7,8-tetrahydro-2-naphthoic acid methyl ester). Run in CO (methanol). Run at temperature 100 celsius. Yields the product OC=1C(=CC=2CCCCC2C1)C(=O)N (3-Hydroxy-5,6,7,8-tetrahydro-2-naphthoic Amide). RXN SMILES: [NH3:1].C[O:3][C:4]([C:6]1[C:15]([OH:16])=[CH:14][C:13]2[CH2:12][CH2:11][CH2:10][CH2:9][C:8]=2[CH:7]=1)=O>CO>[OH:16][C:15]1[C:6]([C:4]([NH2:1])=[O:3])=[CH:7][C:8]2[CH2:9][CH2:10][CH2:11][CH2:12][C:13]=2[CH:14]=1. Procedure details: To 300 ml of methanol saturated with ammonia gas at 0° C. was added 122 g of 3-hydroxy-5,6,7,8-tetrahydro-2-naphthoic acid methyl ester, and the mixture was maintained in an autoclave at 100° C. for 5 hours. After cooling, the precipitating solid was filtered off, washed with a small amount of methanol, and dried, giving 96 g of a pale yellow crystal having the following physical properties. Isolated yield 43.9%. Run in CO (methanol). Procedure details: To a solution of methyl-2-(8-nitro-1,3,4,5-tetrahydro-2H-pyrido[4,3-b]indol-2-yl)pyrimidine-5-carboxylate (0.5 g, 1.41 mmol) in methanol (50 mL) was added Raney Nickel (0.3 g). The reaction mixture was evacuated and stirred at rt under hydrogen atmosphere over night. The progress of the reaction was monitored by TLC and upon completion of the reaction, the mixture was filtered through celite under nitrogen atmosphere and washed with methanol (2×30 mL). The methanol was removed under reduced pres... Reagents/catalysts: [Ni] (Raney Nickel). As a reaction SMILES: [CH3:1][O:2][C:3]([C:5]1[CH:6]=[N:7][C:8]([N:11]2[CH2:26][CH2:25][C:14]3[NH:15][C:16]4[CH:17]=[CH:18][C:19]([N+:22]([O-])=O)=[CH:20][C:21]=4[C:13]=3[CH2:12]2)=[N:9][CH:10]=1)=[O:4]>CO.[Ni]>[CH3:1][O:2][C:3]([C:5]1[CH:6]=[N:7][C:8]([N:11]2[CH2:26][CH2:25][C:14]3[NH:15][C:16]4[CH:17]=[CH:18][C:19]([NH2:22])=[CH:20][C:21]=4[C:13]=3[CH2:12]2)=[N:9][CH:10]=1)=[O:4]. Reactants: COC(=O)C=1C=NC(=NC1)N1CC2=C(NC=3C=CC(=CC23)[N+](=O)[O-])CC1 (methyl-2-(8-nitro-1,3,4,5-tetrahydro-2H-pyrido[4,3-b]indol-2-yl)pyrimidine-5-carboxylate). The product is COC(=O)C=1C=NC(=NC1)N1CC2=C(NC=3C=CC(=CC23)N)CC1 (methyl-2-(8-amino-1,3,4,5-tetrahydro-2H-pyrido[4,3-b]indol-2-yl)pyrimidine-5-carboxylate). Starting materials: CCOC(=O)C(Br)c1ccccc1, CSc1cccc(N)c1, CC#N, CCN(C(C)C)C(C)C. Product: CCOC(=O)C(Nc1cccc(SC)c1)c1ccccc1. As a reaction SMILES: [Br:1][CH:2]([C:3](=[O:4])[O:5][CH2:6][CH3:7])[c:8]1[cH:9][cH:10][cH:11][cH:12][cH:13]1.[CH3:14][S:15][c:16]1[cH:17][c:18]([NH2:19])[cH:20][cH:21][cH:22]1.[CH3:32][C:33]#[N:34].[CH:23]([N:24]([CH2:25][CH3:26])[CH:27]([CH3:28])[CH3:29])([CH3:30])[CH3:31]>>[CH:2]([C:3](=[O:4])[O:5][CH2:6][CH3:7])([c:8]1[cH:9][cH:10][cH:11][cH:12][cH:13]1)[NH:19][c:18]1[cH:17][c:16]([S:15][CH3:14])[cH:22][cH:21][cH:20]1.